Dataset: the Open Reaction Database (ORD), a public repository of structured organic reaction records. Task: describe an organic reaction: reactants, conditions, products, and yield Reactants: 3-(4-chlorophenyl)-1,4-dihydro-4-oxo-5-(2-phenethylamino)-1,6-naphthyridine, ICC (iodoethane), COC1=CC=C(C=C1)C1=CNC2=CC=NC(=C2C1=O)NC1=CC=CC=C1 (3-(4-methoxyphenyl)-1,4-dihydro-4-oxo-5-phenylamino-1,6-naphthyridine), IC (iodomethane). Yields the product COC1=CC=C(C=C1)C1=CN(C2=CC=NC(=C2C1=O)NC1=CC=CC=C1)CC (3-(4-Methoxyphenyl)-1,4-dihydro-1-ethyl-4-oxo-5-phenylamino-1,6-naphthyridine). As a reaction SMILES: [CH3:1][O:2][C:3]1[CH:8]=[CH:7][C:6]([C:9]2[C:18](=[O:19])[C:17]3[C:12](=[CH:13][CH:14]=[N:15][C:16]=3[NH:20][C:21]3[CH:26]=[CH:25][CH:24]=[CH:23][CH:22]=3)[NH:11][CH:10]=2)=[CH:5][CH:4]=1.IC.I[CH2:30][CH3:31]>>[CH3:1][O:2][C:3]1[CH:4]=[CH:5][C:6]([C:9]2[C:18](=[O:19])[C:17]3[C:12](=[CH:13][CH:14]=[N:15][C:16]=3[NH:20][C:21]3[CH:26]=[CH:25][CH:24]=[CH:23][CH:22]=3)[N:11]([CH2:30][CH3:31])[CH:10]=2)=[CH:7][CH:8]=1. Procedure: The title compound was prepared as described in Example 2 above except that 3-(4-chlorophenyl)-1,4-dihydro-4-oxo-5-(2-phenethylamino)-1,6-naphthyridine was replaced with 3-(4-methoxyphenyl)-1,4-dihydro-4-oxo-5-phenylamino-1,6-naphthyridine and iodomethane was replaced with iodoethane. MS 372 (M+1)+. The product is COCCNCCNc1ccc(Cl)c(C(=O)NCC23CC4CC(CC(C4)C2)C3)c1. Reaction SMILES: [CH3:37][O:38][CH2:39][CH2:40][NH2:41].[CH3:42][CH2:43][OH:44].[CH:26]([N:27]([CH2:28][CH3:29])[CH:30]([CH3:31])[CH3:32])([CH3:33])[CH3:34].[Cl:1][c:2]1[c:3]([C:4](=[O:5])[NH:6][CH2:7][C:8]23[CH2:9][CH:10]4[CH2:11][CH:12]([CH2:13][CH:14]([CH2:15]2)[CH2:16]4)[CH2:17]3)[cH:18][c:19]([NH:22][CH2:23][CH2:24][Cl:25])[cH:20][cH:21]1.[I-:36].[Na+:35]>>[Cl:1][c:2]1[c:3]([C:4](=[O:5])[NH:6][CH2:7][C:8]23[CH2:9][CH:10]4[CH2:11][CH:12]([CH2:13][CH:14]([CH2:15]2)[CH2:16]4)[CH2:17]3)[cH:18][c:19]([NH:22][CH2:23][CH2:24][NH:41][CH2:40][CH2:39][O:38][CH3:37])[cH:20][cH:21]1. Reactants: COCCN, CCO, CCN(C(C)C)C(C)C, O=C(NCC12CC3CC(CC(C3)C1)C2)c1cc(NCCCl)ccc1Cl, [I-], [Na+].